From a dataset of the Open Reaction Database (ORD), a public repository of structured organic reaction records. describe an organic reaction: reactants, conditions, products, and yield The reactants are NN=CC1=CC=C(OCCCCCOC2=C(C=C(C(=O)N(C(C)C)C(C)C)C=C2)OC)C=C1 (4-[5-[4-(aminoiminomethyl)phenoxy]pentyloxy]-3-methoxy-N,N-bis(1-methylethyl)benzamide), C(C)(=O)OC1=CC=CC=C1 (phenyl acetate). Solvent: C(Cl)Cl (methylene chloride). Conditions: time 3 hour. Product: C(C)(=O)N=NCC1=CC=C(OCCCCCOC2=C(C=C(C(=O)N(C(C)C)C(C)C)C=C2)OC)C=C1 (4-[5-[4-(acetyliminoaminomethyl)phenoxy]pentyloxy]-3-methoxy-N,N-bis(1-methylethyl)benzamide). Reaction SMILES: [NH2:1][N:2]=[CH:3][C:4]1[CH:33]=[CH:32][C:7]([O:8][CH2:9][CH2:10][CH2:11][CH2:12][CH2:13][O:14][C:15]2[CH:29]=[CH:28][C:18]([C:19]([N:21]([CH:25]([CH3:27])[CH3:26])[CH:22]([CH3:24])[CH3:23])=[O:20])=[CH:17][C:16]=2[O:30][CH3:31])=[CH:6][CH:5]=1.[C:34](OC1C=CC=CC=1)(=[O:36])[CH3:35]>C(Cl)Cl>[C:34]([N:1]=[N:2][CH2:3][C:4]1[CH:33]=[CH:32][C:7]([O:8][CH2:9][CH2:10][CH2:11][CH2:12][CH2:13][O:14][C:15]2[CH:29]=[CH:28][C:18]([C:19]([N:21]([CH:25]([CH3:26])[CH3:27])[CH:22]([CH3:24])[CH3:23])=[O:20])=[CH:17][C:16]=2[O:30][CH3:31])=[CH:6][CH:5]=1)(=[O:36])[CH3:35]. Procedure details: A stirred solution of 4-[5-[4-(aminoiminomethyl)phenoxy]pentyloxy]-3-methoxy-N,N-bis(1-methylethyl)benzamide (40.0 g, 87.7 mmol) in 500 mL anhydrous methylene chloride is treated with phenyl acetate (11.1 mL, 87.7 mmol). The solution is stirred 3 hours, concentrated in vacuo and the resulting liquid is purified by chromatography on silica gel (850 g) with 30% ethyl acetate/hexane as the eluent to afford 4-[5-[4-(acetyliminoaminomethyl)phenoxy]pentyloxy]-3-methoxy-N,N-bis(1-methylethyl)benzamide ... Starting materials: CCCC[N+](CCCC)(CCCC)CCCC, C1CCOC1, COC(=O)c1cc(-c2cn(C[Si](C)(C)C)nn2)c(C(F)(F)F)cc1N, [F-]. Product: COC(=O)c1cc(-c2cn(C)nn2)c(C(F)(F)F)cc1N. RXN SMILES: [CH2:27]([N+:28]([CH2:29][CH2:30][CH2:31][CH3:32])([CH2:33][CH2:34][CH2:35][CH3:36])[CH2:37][CH2:38][CH2:39][CH3:40])[CH2:41][CH2:42][CH3:43].[CH2:44]1[O:45][CH2:46][CH2:47][CH2:48]1.[CH3:1][O:2][C:3]([c:4]1[c:5]([NH2:24])[cH:6][c:7]([C:20]([F:21])([F:22])[F:23])[c:8](-[c:10]2[n:11][n:12][n:13]([CH2:15][Si:16]([CH3:17])([CH3:18])[CH3:19])[cH:14]2)[cH:9]1)=[O:25].[F-:26]>>[CH3:1][O:2][C:3]([c:4]1[c:5]([NH2:24])[cH:6][c:7]([C:20]([F:21])([F:22])[F:23])[c:8](-[c:10]2[n:11][n:12][n:13]([CH3:15])[cH:14]2)[cH:9]1)=[O:25].